Dataset: the Open Reaction Database (ORD), a public repository of structured organic reaction records. Task: describe an organic reaction: reactants, conditions, products, and yield The reactants are ClC1=CC=C(C=C1)C#CC1=NC(=CC(=C1)SC1=CC(=C(OCC(=O)O)C=C1)C)C#CC1=CC=C(C=C1)Cl ([4-[2,6-Bis-[(4-chlorophenyl)ethynyl]pyridine-4-ylsulfanyl]-2-methylphenoxy]acetic acid), C(#C)C1=NC=CC=C1 (2-ethynylpyridine), dichloro(bisbenzonitrile)palladium, C(C)(C)NC(C)C (diisopropylamine), Solution, C(C)(C)(C)P(C(C)(C)C)C(C)(C)C (tri-tert-butylphosphine), C1CCCCC1 (cyclohexane). The reagents and catalysts are [Cu]I (Copper(I) iodide). Solvent: O1CCCC1 (tetrahydrofuran). Reaction conditions: time 8 hour. Yields the product N1=C(C=CC=C1)C#CC1=NC(=CC(=C1)SC1=CC(=C(OCC(=O)OCC)C=C1)C)C#CC1=NC=CC=C1 (ethyl [4-[2,6-bis[(2-pyridyl)ethynyl]pyridine-4-ylsulfanyl]-2-methylphenoxy]acetate). Reaction SMILES: Cl[C:2]1[CH:7]=C[C:5]([C:8]#[C:9][C:10]2[CH:15]=[C:14]([S:16][C:17]3[CH:27]=[CH:26][C:20]([O:21][CH2:22][C:23]([OH:25])=[O:24])=[C:19]([CH3:28])[CH:18]=3)[CH:13]=[C:12]([C:29]#[C:30][C:31]3[CH:36]=[CH:35][C:34](Cl)=CC=3)[N:11]=2)=[CH:4][CH:3]=1.C(C1C=CC=[CH:42][N:41]=1)#C.C(P([C:55]([CH3:58])(C)C)C(C)(C)C)(C)(C)C.C1CCCCC1.C([NH:68]C(C)C)(C)C>O1CCCC1.[Cu]I>[N:68]1[CH:7]=[CH:2][CH:3]=[CH:4][C:5]=1[C:8]#[C:9][C:10]1[CH:15]=[C:14]([S:16][C:17]2[CH:27]=[CH:26][C:20]([O:21][CH2:22][C:23]([O:25][CH2:55][CH3:58])=[O:24])=[C:19]([CH3:28])[CH:18]=2)[CH:13]=[C:12]([C:29]#[C:30][C:31]2[CH:36]=[CH:35][CH:34]=[CH:42][N:41]=2)[N:11]=1. Procedure details: In nitrogen atmosphere, ethyl [4-(2,6-dibromopyridine-4-ylsulfanyl)-2-methylphenoxy]acetate (110 mg, 0.239 mmol; prepared as described in example 6) and 2-ethynylpyridine (74 mg, 0.717 mmol) were dissolved in degassed anhydrous tetrahydrofuran (2 mL). A 0.15 M Solution of tri-tert-butylphosphine in cyclohexane (0.191 mL, 0.029 mmol) was added via syringe. Copper(I) iodide (1.9 mg, 0.010 mmol), dichloro(bisbenzonitrile)palladium (5.5 mg, 0.014 mmol) and diisopropylamine (80 μL, 0.574 mmol) were s... Reactants: CCc1nc2c(F)ccc(OCC(=O)OC)c2c(OC(F)F)c1Cc1ccc(-n2cccn2)cc1, [Li+], C1CCOC1, [OH-]. The product is CCc1nc2c(F)ccc(OCC(=O)O)c2c(OC(F)F)c1Cc1ccc(-n2cccn2)cc1. As a reaction SMILES: [CH3:1][O:2][C:3]([CH2:4][O:5][c:6]1[c:7]2[c:8]([O:31][CH:32]([F:33])[F:34])[c:9]([CH2:19][c:20]3[cH:21][cH:22][c:23](-[n:26]4[n:27][cH:28][cH:29][cH:30]4)[cH:24][cH:25]3)[c:10]([CH2:17][CH3:18])[n:11][c:12]2[c:13]([F:16])[cH:14][cH:15]1)=[O:35].[Li+:36].[O:38]1[CH2:39][CH2:40][CH2:41][CH2:42]1.[OH-:37]>>[O:2]=[C:3]([CH2:4][O:5][c:6]1[c:7]2[c:8]([O:31][CH:32]([F:33])[F:34])[c:9]([CH2:19][c:20]3[cH:21][cH:22][c:23](-[n:26]4[n:27][cH:28][cH:29][cH:30]4)[cH:24][cH:25]3)[c:10]([CH2:17][CH3:18])[n:11][c:12]2[c:13]([F:16])[cH:14][cH:15]1)[OH:35]. The reactants are [Cl-].[Na+] (sodium chloride), S(O)(O)(=O)=O (sulfuric acid), CN(C1CC(C2=C(CC1)C=CC=C2)O)C (7-dimethylamino-5-hydroxy-6,7,8,9-tetrahydro [5H] benzocycloheptene), [OH-].[NH4+] (ammonium hydroxide). The solvent is O1CCOCC1 (dioxane), O1CCOCC1 (dioxane). Product: CN(C1CCC2=C(C=C1)C=CC=C2)C (7-dimethylamino-6,7-dihydro [5H] benzocycloheptene). Yield: 49.3%. RXN SMILES: S(=O)(=O)(O)O.[CH3:6][N:7]([CH3:20])[CH:8]1[CH2:14][CH2:13][C:12]2[CH:15]=[CH:16][CH:17]=[CH:18][C:11]=2[CH:10](O)[CH2:9]1.[OH-].[NH4+].[Cl-].[Na+]>O1CCOCC1>[CH3:6][N:7]([CH3:20])[CH:8]1[CH:9]=[CH:10][C:11]2[CH:18]=[CH:17][CH:16]=[CH:15][C:12]=2[CH2:13][CH2:14]1 |f:2.3,4.5|. Procedure: 16 ml of 18 N sulfuric acid were added to a refluxing mixture of 8 g of 7-dimethylamino-5-hydroxy-6,7,8,9-tetrahydro [5H] benzocycloheptene and 80 ml of dioxane and after one half hour of reflux, another 80 ml of dioxane were added thereto. The mixture was refluxed another 30 minutes and was then cooled. The pH was raised above 10 by addition of concentrated ammonium hydroxide and the mixture was saturated with sodium chloride and was extracted with ethyl acetate. The organic extracts were washe... Solvent: C(C)O (ethanol). Reported procedure: 2.68 g (11 mmol) of 3-[N-(3,5-dichlorophenyl)pyrrole-2-carboxaldehyde are added to a solution of 2.12 g (11 mmol) of 5-acetylaminoindolin-2-one in 220 ml of ethanol containing 0.5 ml of piperidine. The reaction medium is heated under reflux for 3 hours. After cooling, the precipitate formed is drained, washed with twice 5 ml of ice-cold ethanol and dried under reduced pressure. 1.81 g (40%) of 3-[N-(3,5-dichlorophenyl)pyrrol-2-yl]-5-acetylaminoindolin-2-one are thus obtained in the form of a yel... Isolated yield 40.0%. Yields the product ClC=1C=C(C=C(C1)Cl)N1C(=CC=C1)C1C(NC2=CC=C(C=C12)NC(C)=O)=O (3-[N-(3,5-dichlorophenyl)pyrrol-2-yl]-5-acetylaminoindolin-2-one). The reactants are 3-[, ClC=1C=C(C=C(C1)Cl)N1C(=CC=C1)C=O (N-(3,5-dichlorophenyl)pyrrole-2-carboxaldehyde), C(C)(=O)NC=1C=C2CC(NC2=CC1)=O (5-acetylaminoindolin-2-one), N1CCCCC1 (piperidine). Reaction SMILES: [Cl:1][C:2]1[CH:3]=[C:4]([N:9]2[CH:13]=[CH:12][CH:11]=[C:10]2[CH:14]=O)[CH:5]=[C:6]([Cl:8])[CH:7]=1.[C:16]([NH:19][C:20]1[CH:21]=[C:22]2[C:26](=[CH:27][CH:28]=1)[NH:25][C:24](=[O:29])C2)(=[O:18])[CH3:17].N1CCCCC1>C(O)C>[Cl:8][C:6]1[CH:5]=[C:4]([N:9]2[CH:13]=[CH:12][CH:11]=[C:10]2[CH:14]2[C:27]3[C:26](=[CH:22][CH:21]=[C:20]([NH:19][C:16](=[O:18])[CH3:17])[CH:28]=3)[NH:25][C:24]2=[O:29])[CH:3]=[C:2]([Cl:1])[CH:7]=1. Starting materials: BrC=1C=C(C=CC1)I (m-bromoiodobenzene), C[Si](C)(C)C#C (trimethylsilylacetylene). The reagents and catalysts are Cl[Pd]([P](C1=CC=CC=C1)(C2=CC=CC=C2)C3=CC=CC=C3)([P](C4=CC=CC=C4)(C5=CC=CC=C5)C6=CC=CC=C6)Cl (bis(triphenylphosphine)palladium dichloride), [Cu]I (copper (I) iodide). The solvent is C(C)(C)NC(C)C (diisopropylamine). Product: BrC1=CC(=CC=C1)C#C[Si](C)(C)C (1-bromo-3-trimethylsilylethynylbenzene). Yield: 83.8%. RXN SMILES: [Br:1][C:2]1[CH:3]=[C:4](I)[CH:5]=[CH:6][CH:7]=1.[CH3:9][Si:10]([C:13]#[CH:14])([CH3:12])[CH3:11]>C(NC(C)C)(C)C.Cl[Pd](Cl)([P](C1C=CC=CC=1)(C1C=CC=CC=1)C1C=CC=CC=1)[P](C1C=CC=CC=1)(C1C=CC=CC=1)C1C=CC=CC=1.[Cu]I>[Br:1][C:2]1[CH:7]=[CH:6][CH:5]=[C:4]([C:14]#[C:13][Si:10]([CH3:12])([CH3:11])[CH3:9])[CH:3]=1 |^1:24,43|. Reported procedure: To a solution of m-bromoiodobenzene (25.0 g. 881.1 mmol) in diisopropylamine (500 ml), there were added bis(triphenylphosphine)palladium dichloride (1.24 g. 1.80 mmol) and copper (I) iodide (1.24 g, 2.03 mmol). The solution was degassed via a rapid stream of argon, and trimethylsilylacetylene (9.51 g, 97.0 mmol) was added over a period of 15 min. The reaction mixture was stirred at room temperature until G.C. analysis indicated the disappearance of starting material (2 h). The reaction mixture w... Reactants: HgS, OCC1COC(N2C1C1=CC(=C(C=C1CC2)OC)OC)=S (1-(hydroxymethyl)-9,10-dimethoxy-1,6,7,11b-tetrahydro-2H-[1,3]oxazino[4,3-a]isoquinoline-4-thione), O1CCOCC1 (dioxane), NC1=CC=CC=C1 (aniline). Product: OCC1COC(N2C1C1=CC(=C(C=C1CC2)OC)OC)C2C(C=CC=C2)=N (1-(hydroxymethyl)-4-(iminophenyl)-9,10-dimethoxy-1,6,7,11b-tetrahydro-2H-[1,3]oxazino[4,3-a]isoquinoline). Yield: 45.0%. Reaction SMILES: [OH:1][CH2:2][CH:3]1[CH:8]2[C:9]3[C:14]([CH2:15][CH2:16][N:7]2[C:6](=S)[O:5][CH2:4]1)=[CH:13][C:12]([O:17][CH3:18])=[C:11]([O:19][CH3:20])[CH:10]=3.O1CCOCC1.[NH2:28][C:29]1[CH:34]=[CH:33][CH:32]=[CH:31][CH:30]=1>>[OH:1][CH2:2][CH:3]1[CH:8]2[C:9]3[C:14]([CH2:15][CH2:16][N:7]2[CH:6]([CH:34]2[CH:33]=[CH:32][CH:31]=[CH:30][C:29]2=[NH:28])[O:5][CH2:4]1)=[CH:13][C:12]([O:17][CH3:18])=[C:11]([O:19][CH3:20])[CH:10]=3. Reported procedure: To a solution of 3.09 g (0.01 mole) of 1-(hydroxymethyl)-9,10-dimethoxy-1,6,7,11b-tetrahydro-2H-[1,3]oxazino[4,3-a]isoquinoline-4-thione in 200 ml of dioxane 0.015 mole of HgO are added, and the mixture is reacted with 9.3 g (0.1 mole) of aniline. The reaction mixture is allowed to stand at room temperature for 24 hours, whereupon the HgS is filtered off, and the solvent and the excess of aniline are distilled off. The aimed compound is obtained in a yield of 45%.